This data is from the Open Reaction Database (ORD), a public repository of structured organic reaction records. The task is: describe an organic reaction: reactants, conditions, products, and yield Starting materials: COc1cc2nc(CCl)n(-c3ccccc3Cl)c(=O)c2cc1OC, [K+], [K+], Nc1ncnc2[nH]cnc12, O=C([O-])[O-], CN(C)C=O. Product: COc1cc2nc(Cn3cnc4c(N)ncnc43)n(-c3ccccc3Cl)c(=O)c2cc1OC. Reaction SMILES: [Cl:1][CH2:2][c:3]1[n:4][c:5]2[cH:6][c:7]([O:23][CH3:24])[c:8]([O:21][CH3:22])[cH:9][c:10]2[c:11](=[O:20])[n:12]1-[c:13]1[c:14]([Cl:19])[cH:15][cH:16][cH:17][cH:18]1.[K+:35].[K+:36].[NH2:25][c:26]1[n:27][cH:28][n:29][c:30]2[nH:31][cH:32][n:33][c:34]12.[O-:37][C:38]([O-:39])=[O:40].[O:41]=[CH:42][N:43]([CH3:44])[CH3:45]>>[CH2:2]([c:3]1[n:4][c:5]2[cH:6][c:7]([O:23][CH3:24])[c:8]([O:21][CH3:22])[cH:9][c:10]2[c:11](=[O:20])[n:12]1-[c:13]1[c:14]([Cl:19])[cH:15][cH:16][cH:17][cH:18]1)[n:31]1[c:30]2[n:29][cH:28][n:27][c:26]([NH2:25])[c:34]2[n:33][cH:32]1. Reactants: C#CC1(O)CN2CCC1CC2, CCO, [H][H], [Pd]. Yields the product C=CC1(O)CN2CCC1CC2. Reaction SMILES: [C:1](#[CH:2])[C:3]1([OH:11])[CH2:4][N:5]2[CH2:6][CH2:7][CH:8]1[CH2:9][CH2:10]2.[CH3:15][CH2:16][OH:17].[H:12][H:13].[Pd:14]>>[CH:1](=[CH2:2])[C:3]1([OH:11])[CH2:4][N:5]2[CH2:6][CH2:7][CH:8]1[CH2:9][CH2:10]2. Reactants: CCCCON=O, C1CCOC1, Cc1cn2cccc(OC3c4ccccc4CC3O)c2n1. Product: Cc1nc2c(OC3c4ccccc4CC3O)cccn2c1N=O. RXN SMILES: [N:22](=[O:23])[O:24][CH2:25][CH2:26][CH2:27][CH3:28].[O:29]1[CH2:30][CH2:31][CH2:32][CH2:33]1.[OH:1][CH:2]1[CH:3]([O:11][c:12]2[c:13]3[n:14]([cH:15][cH:16][cH:17]2)[cH:18][c:19]([CH3:21])[n:20]3)[c:4]2[cH:5][cH:6][cH:7][cH:8][c:9]2[CH2:10]1>>[OH:1][CH:2]1[CH:3]([O:11][c:12]2[c:13]3[n:14]([cH:15][cH:16][cH:17]2)[c:18]([N:22]=[O:23])[c:19]([CH3:21])[n:20]3)[c:4]2[cH:5][cH:6][cH:7][cH:8][c:9]2[CH2:10]1. Reactants: C(CCC)[Li] (n-Butyllithium), solution, C1(=CC=CC=C1)S(=O)(=O)N1C=CC=2C1=CN=CC2 (1-(phenylsulfonyl)-1H-pyrrolo[2,3-c]pyridine), CN(CCN(C)C)C (N,N,N′,N′-tetramethylethylenediamine), C1=COC=C1C=O (3-furfural), [Cl-].[NH4+] (ammonium chloride), C(C)(C)NC(C)C (diisopropylamine). Run in hexanes, O1CCCC1 (tetrahydrofuran), O1CCCC1 (tetrahydrofuran), O1CCCC1 (tetrahydrofuran). Conditions: temperature -78 celsius, time 30 minute. The product is O1C=C(C=C1)C(O)C1=CC=2C(=CN=CC2)N1S(=O)(=O)C1=CC=CC=C1 (3-furyl[1-(phenylsulfonyl)-1H-pyrrolo[2,3-c]pyridin-2-yl]methanol). The yield is 37.9%. Reaction SMILES: C(NC(C)C)(C)C.C([Li])CCC.[C:13]1([S:19]([N:22]2[C:26]3=[CH:27][N:28]=[CH:29][CH:30]=[C:25]3[CH:24]=[CH:23]2)(=[O:21])=[O:20])[CH:18]=[CH:17][CH:16]=[CH:15][CH:14]=1.CN(C)CCN(C)C.[CH:39]1[C:43]([CH:44]=[O:45])=[CH:42][O:41][CH:40]=1.[Cl-].[NH4+]>O1CCCC1>[O:41]1[CH:40]=[CH:39][C:43]([CH:44]([C:23]2[N:22]([S:19]([C:13]3[CH:18]=[CH:17][CH:16]=[CH:15][CH:14]=3)(=[O:21])=[O:20])[C:26]3=[CH:27][N:28]=[CH:29][CH:30]=[C:25]3[CH:24]=2)[OH:45])=[CH:42]1 |f:5.6|. Procedure details: A solution of diisopropylamine (0.43 mL, 3.07 mmol) in tetrahydrofuran (4 mL) was cooled to −78° C. under a nitrogen atmosphere. n-Butyllithium (1.24 mL of a 2.5 M solution in hexanes) was added dropwise and the reaction mixture was stirred for 30 minutes at −78° C. and then warmed to −30° C. A solution of 1-(phenylsulfonyl)-1H-pyrrolo[2,3-c]pyridine (Reference Example 12) (400 mg, 1.55 mmol) and N,N,N′,N′-tetramethylethylenediamine (0.24 mL, 1.59 mmol) in tetrahydrofuran (4 mL) was added and th... Reactants: CC#N, O=C1CCC(=O)N1I, c1ccn2ccnc2c1. Yields the product Ic1cnc2ccccn12. As a reaction SMILES: [CH3:18][C:19]#[N:20].[I:10][N:11]1[C:12](=[O:13])[CH2:14][CH2:15][C:16]1=[O:17].[n:1]1[cH:2][cH:3][n:4]2[c:5]1[cH:6][cH:7][cH:8][cH:9]2>>[n:1]1[cH:2][c:3]([I:10])[n:4]2[c:5]1[cH:6][cH:7][cH:8][cH:9]2. As a reaction SMILES: [CH3:1][c:2]1[cH:3][cH:4][c:5]([C:8]([CH:9]([C:10](=[O:11])[O:12][CH2:13][CH3:14])[CH2:15][CH:16]=[CH2:17])=[O:18])[cH:6][cH:7]1.[I+3:19]([O-:20])([O-:21])([O-:22])[O-:23].[Na+:24].[O:25]=[Os:26](=[O:27])(=[O:28])=[O:29].[OH2:30]>>[CH3:1][c:2]1[cH:3][cH:4][c:5]([C:8]([CH:9]([C:10](=[O:11])[O:12][CH2:13][CH3:14])[CH2:15][CH:16]=[O:20])=[O:18])[cH:6][cH:7]1. Yields the product CCOC(=O)C(CC=O)C(=O)c1ccc(C)cc1. The reactants are C=CCC(C(=O)OCC)C(=O)c1ccc(C)cc1, [O-][I+3]([O-])([O-])[O-], [Na+], O=[Os](=O)(=O)=O, O. The reactants are CC(C)(C)C(=O)Cl, CC(N)C(Oc1ccc2c(cnn2-c2ccc(F)cc2)c1)c1ccccc1Cl. The product is CC(NC(=O)C(C)(C)C)C(Oc1ccc2c(cnn2-c2ccc(F)cc2)c1)c1ccccc1Cl. Reaction SMILES: [C:29]([C:30]([CH3:31])([CH3:32])[CH3:33])(=[O:34])[Cl:35].[Cl:1][c:2]1[c:3]([CH:8]([CH:9]([CH3:10])[NH2:11])[O:12][c:13]2[cH:14][c:15]3[cH:16][n:17][n:18](-[c:22]4[cH:23][cH:24][c:25]([F:28])[cH:26][cH:27]4)[c:19]3[cH:20][cH:21]2)[cH:4][cH:5][cH:6][cH:7]1>>[Cl:1][c:2]1[c:3]([CH:8]([CH:9]([CH3:10])[NH:11][C:29]([C:30]([CH3:31])([CH3:32])[CH3:33])=[O:34])[O:12][c:13]2[cH:14][c:15]3[cH:16][n:17][n:18](-[c:22]4[cH:23][cH:24][c:25]([F:28])[cH:26][cH:27]4)[c:19]3[cH:20][cH:21]2)[cH:4][cH:5][cH:6][cH:7]1.